From a dataset of the Open Reaction Database (ORD), a public repository of structured organic reaction records. describe an organic reaction: reactants, conditions, products, and yield The reactants are C1(CC1)C=1C(=C2C(=NC1)NN=C2I)N2CCN(CC2)C(=O)OC(C)(C)C (tert-butyl 4-(5-cyclopropyl-3-iodo-1H-pyrazolo[3,4-b]pyridin-4-yl)piperazine-1-carboxylate), Cl (HCl). Solvent: O1CCOCC1 (dioxane). Conditions: time 2 hour. The product is Cl.C1(CC1)C=1C(=C2C(=NC1)NN=C2I)N2CCNCC2 (5-cyclopropyl-3-iodo-4-(piperazin-1-yl)-1H-pyrazolo[3,4-b]pyridine hydrochloride salt). Isolated yield 95.0%. RXN SMILES: [CH:1]1([C:4]2[C:5]([N:14]3[CH2:19][CH2:18][N:17](C(OC(C)(C)C)=O)[CH2:16][CH2:15]3)=[C:6]3[C:12]([I:13])=[N:11][NH:10][C:7]3=[N:8][CH:9]=2)[CH2:3][CH2:2]1.[ClH:27]>O1CCOCC1>[ClH:27].[CH:1]1([C:4]2[C:5]([N:14]3[CH2:19][CH2:18][NH:17][CH2:16][CH2:15]3)=[C:6]3[C:12]([I:13])=[N:11][NH:10][C:7]3=[N:8][CH:9]=2)[CH2:3][CH2:2]1 |f:3.4|. Procedure: A mixture of tert-butyl 4-(5-cyclopropyl-3-iodo-1H-pyrazolo[3,4-b]pyridin-4-yl)piperazine-1-carboxylate (200 mg, 0.426 mmol) and 4N HCl in dioxane (4 mL) was stirred at room temperature for 2 hours. The solvent was then removed in vacuo, and the residue was triturated with CH3CN. The solid formed was filtered, washed with Et2O and dried to provide 5-cyclopropyl-3-iodo-4-(piperazin-1-yl)-1H-pyrazolo[3,4-b]pyridine hydrochloride salt (179 mg, 95% yield) as a solid. 1H NMR (400 MHz, d6-DMSO) δ 9.47... Reactants: [OH-].[Na+] (sodium hydroxide), 3.1, O (water), ClC=1N=NC(=CC1)OC1=CC=CC=C1 (3-chloro-6-phenoxypyridazine). The solvent is C(=O)O (formic acid). Conditions: temperature 95 celsius. The product is O(C1=CC=CC=C1)C=1C=CC(NN1)=O (6-phenoxy-2H-pyridazin-3-one). Reaction SMILES: [OH2:1].Cl[C:3]1[N:4]=[N:5][C:6]([O:9][C:10]2[CH:15]=[CH:14][CH:13]=[CH:12][CH:11]=2)=[CH:7][CH:8]=1.[OH-].[Na+]>C(O)=O>[O:9]([C:6]1[CH:7]=[CH:8][C:3](=[O:1])[NH:4][N:5]=1)[C:10]1[CH:15]=[CH:14][CH:13]=[CH:12][CH:11]=1 |f:2.3|. Procedure details: 3.1 21 ml of water are added to a solution of 3.10 g (15.0 mmol) of 3-chloro-6-phenoxypyridazine in 21 ml of formic acid, and the mixture is heated at 95° C. for 85 hours. The reaction mixture is cooled and brought to a pH of 6 using 23% aqueous sodium hydroxide solution. The precipitate formed is filtered off with suction, washed with water and dried in vacuo, giving 6-phenoxy-2H-pyridazin-3-one as colourless crystals; ESI 189. Reactants: COC(=O)C1=CC=C(C=C1)C=1C([C@@H]2CC[C@]3([C@@]4(CC[C@@]5([C@@H]([C@H]4CC[C@@H]3[C@]2(CC1)C)[C@@H](CC5)C(=C)C)C(=O)O[Si](C)(C)C(C)(C)C)C)C)(C)C ((1R,3aS,5aR,5bR,7aR,11aS,11bR,13aR,13bR)-tert-butyldimethylsilyl 9-(4-(methoxycarbonyl)phenyl)-5a,5b,8,8,11a-pentamethyl-1-(prop-1-en-2-yl)-2,3,3a,4,5,5a,5b,6,7,7a,8,11,11a,11b,12,13,13a,13b-octadecahydro-1H-cyclopenta[a]chrysene-3a-carboxylate), CCCC[N+](CCCC)(CCCC)CCCC.[F-] (TBAF). Run in Cl (HCl), O (water), O1CCOCC1 (dioxane). Conditions: time 4 hour. Product: COC(=O)C1=CC=C(C=C1)C=1C([C@@H]2CC[C@]3([C@@]4(CC[C@@]5([C@@H]([C@H]4CC[C@@H]3[C@]2(CC1)C)[C@@H](CC5)C(=C)C)C(=O)O)C)C)(C)C ((1R,3aS,5aR,5bR,7aR,11aS,11bR,13 aR,13bR)-9-(4-(methoxycarbonyl)phenyl)-5a,5b,8,8,11a-pentamethyl-1-(prop-1-en-2-yl)-2,3,3a,4,5,5a,5b,6,7,7a,8,11,11a,11b,12,13,13a,13b-octadecahydro-1H-cyclopenta[a]chrysene-3a-carboxylic acid). Yield: 99.2%. RXN SMILES: [CH3:1][O:2][C:3]([C:5]1[CH:10]=[CH:9][C:8]([C:11]2[C:12]([CH3:49])([CH3:48])[C@H:13]3[C@:26]([CH3:29])([CH2:27][CH:28]=2)[C@@H:25]2[C@:16]([CH3:47])([C@@:17]4([CH3:46])[C@H:22]([CH2:23][CH2:24]2)[C@H:21]2[C@H:30]([C:33]([CH3:35])=[CH2:34])[CH2:31][CH2:32][C@:20]2([C:36]([O:38][Si](C(C)(C)C)(C)C)=[O:37])[CH2:19][CH2:18]4)[CH2:15][CH2:14]3)=[CH:7][CH:6]=1)=[O:4].CCCC[N+](CCCC)(CCCC)CCCC.[F-]>O1CCOCC1.Cl.O>[CH3:1][O:2][C:3]([C:5]1[CH:10]=[CH:9][C:8]([C:11]2[C:12]([CH3:49])([CH3:48])[C@H:13]3[C@:26]([CH3:29])([CH2:27][CH:28]=2)[C@@H:25]2[C@:16]([CH3:47])([C@@:17]4([CH3:46])[C@H:22]([CH2:23][CH2:24]2)[C@H:21]2[C@H:30]([C:33]([CH3:35])=[CH2:34])[CH2:31][CH2:32][C@:20]2([C:36]([OH:38])=[O:37])[CH2:19][CH2:18]4)[CH2:15][CH2:14]3)=[CH:7][CH:6]=1)=[O:4] |f:1.2|. Procedure: To solution of (1R,3aS,5aR,5bR,7aR,11aS,11bR,13aR,13bR)-tert-butyldimethylsilyl 9-(4-(methoxycarbonyl)phenyl)-5a,5b,8,8,11a-pentamethyl-1-(prop-1-en-2-yl)-2,3,3a,4,5,5a,5b,6,7,7a,8,11,11a,11b,12,13,13a,13b-octadecahydro-1H-cyclopenta[a]chrysene-3a-carboxylate (3.12 g, 4.54 mmol) in dioxane (25 mL) was added TBAF (75% wt in water) (2.375 g, 6.81 mmol). The mixture was stirred at rt for 4 h then was diluted with 1N HCl (25 mL) and water (5 mL) and extracted with dichloromethane (3×100 mL). The com... Starting materials: [Na] (Sodium), ClC1=C(C=CC(=C1)OC)O (2-chloro-4-methoxyphenol), C(C=C)(=O)OCC (ethyl acrylate), [Na] (sodium). Run in C(C)O (ethanol). Reaction conditions: temperature 105 celsius. Product: ClC1=C(OCCC(=O)OCC)C=CC(=C1)OC (Ethyl 3-(2-chloro-4-methoxyphenoxy)propionate). RXN SMILES: [Na].[Cl:2][C:3]1[CH:8]=[C:7]([O:9][CH3:10])[CH:6]=[CH:5][C:4]=1[OH:11].[C:12]([O:16][CH2:17][CH3:18])(=[O:15])[CH:13]=[CH2:14]>C(O)C>[Cl:2][C:3]1[CH:8]=[C:7]([O:9][CH3:10])[CH:6]=[CH:5][C:4]=1[O:11][CH2:14][CH2:13][C:12]([O:16][CH2:17][CH3:18])=[O:15] |^1:0|. Procedure details: Sodium (0.055 g; 2.4 mmol) and ethanol (1.5 mL) was added to a melt of 2-chloro-4-methoxyphenol (5.20 g; 32.8 mmol). When all the sodium was dissolved, ethyl acrylate (4.1 g; 41 mmol) was added and the mixture was heated at 105° C. for 7 days. The mixture was then cooled to RT and partitioned between ether and water. The mixture was made acidic with HCl (2M; aq.) and extracted with ether three times. The combined organic layer was washed with NaOH (2M; aq), dried (CaCl2) and evaporated. The crud... Reactants: FC1=C(C(=O)O)C=CC=C1 (2-fluoro-benzoic acid), C(C)(C)(C)C1=NC(=CC(=N1)N1CCN(CC1)CCCCN)C1CCC1 (4-[4-(2-tert-butyl-6-cyclobutyl-pyrimidin-4-yl)-piperazin-1-yl]-butylamine), C(C)(C)N(CC)C(C)C (diisopropylethylamine), OC1=CC=CC=2NN=NC21 (hydroxybenzotriazole), Cl.C(C)N=C=NCCCN(C)C (N-ethyl-N′-(3-dimethylaminopropyl)-carbodiimide hydrochloride). The solvent is ClCCl (dichloromethane), ClCCl (dichloromethane). Run at time 16 hour. The product is C(C)(C)(C)C1=NC(=CC(=N1)N1CCN(CC1)CCCCNC(C1=C(C=CC=C1)F)=O)C1CCC1 (N-{4-[4-(2-tert-Butyl-6-cyclobutyl-pyrimidin-4-yl)-piperazin-1-yl]-butyl}-2-fluoro-benzamide). The yield is 88.5%. As a reaction SMILES: [F:1][C:2]1[CH:10]=[CH:9][CH:8]=[CH:7][C:3]=1[C:4]([OH:6])=O.[C:11]([C:15]1[N:20]=[C:19]([N:21]2[CH2:26][CH2:25][N:24]([CH2:27][CH2:28][CH2:29][CH2:30][NH2:31])[CH2:23][CH2:22]2)[CH:18]=[C:17]([CH:32]2[CH2:35][CH2:34][CH2:33]2)[N:16]=1)([CH3:14])([CH3:13])[CH3:12].C(N(C(C)C)CC)(C)C.OC1C2N=NNC=2C=CC=1.Cl.C(N=C=NCCCN(C)C)C>ClCCl>[C:11]([C:15]1[N:20]=[C:19]([N:21]2[CH2:22][CH2:23][N:24]([CH2:27][CH2:28][CH2:29][CH2:30][NH:31][C:4](=[O:6])[C:3]3[CH:7]=[CH:8][CH:9]=[CH:10][C:2]=3[F:1])[CH2:25][CH2:26]2)[CH:18]=[C:17]([CH:32]2[CH2:35][CH2:34][CH2:33]2)[N:16]=1)([CH3:14])([CH3:12])[CH3:13] |f:4.5|. Procedure: 0.29 g of 2-fluoro-benzoic acid (2.03 mmol) and 0.7 g of 4-[4-(2-tert-butyl-6-cyclobutyl-pyrimidin-4-yl)-piperazin-1-yl]-butylamine (2.03 mmol) were dissolved in 25 ml of dichloromethane. 1.04 g of diisopropylethylamine (8.04 mmol), 0.19 g of hydroxybenzotriazole (HOBt, 1.4 mmol), and 0.46 g of N-ethyl-N′-(3-dimethylaminopropyl)-carbodiimide hydrochloride (EDCl, 2.4 mmol) were added at 0° C. and the reaction mixture was stirred for 16 h at room temperature. 25 ml of dichloromethane were added, t...